Dataset: the Open Reaction Database (ORD), a public repository of structured organic reaction records. Task: describe an organic reaction: reactants, conditions, products, and yield The reactants are Clc1ncc(Br)c(Cl)n1, O=C([O-])[O-], COc1ccc(O)cc1, [K+], [K+], CN(C)C=O, O. The product is COc1ccc(Oc2nc(Cl)ncc2Br)cc1. RXN SMILES: [Br:1][c:2]1[c:3]([Cl:9])[n:4][c:5]([Cl:8])[n:6][cH:7]1.[C:19](=[O:20])([O-:21])[O-:22].[CH3:10][O:11][c:12]1[cH:13][cH:14][c:15]([OH:18])[cH:16][cH:17]1.[K+:23].[K+:24].[O:26]=[CH:27][N:28]([CH3:29])[CH3:30].[OH2:25]>>[Br:1][c:2]1[c:3]([O:18][c:15]2[cH:14][cH:13][c:12]([O:11][CH3:10])[cH:17][cH:16]2)[n:4][c:5]([Cl:8])[n:6][cH:7]1. Starting materials: C(C1=CC=CC=C1)N1CC(OCC1)COC1=C(C=CC=C1)OCC ((±)-4-benzyl-2-[(2-ethoxyphenoxy)-methyl]morpholine), Cl (HCl). Reagents/catalysts: [Pd] (Pd/C). The solvent is C(C)O (ethanol). Product: Cl.C(C)OC1=C(OCC2CNCCO2)C=CC=C1 (2-[(2-Ethoxyphenoxy)-methyl]morpholine hydrochloride). Yield: 96.0%. Reaction SMILES: C([N:8]1[CH2:13][CH2:12][O:11][CH:10]([CH2:14][O:15][C:16]2[CH:21]=[CH:20][CH:19]=[CH:18][C:17]=2[O:22][CH2:23][CH3:24])[CH2:9]1)C1C=CC=CC=1.[ClH:25]>C(O)C.[Pd]>[ClH:25].[CH2:23]([O:22][C:17]1[CH:18]=[CH:19][CH:20]=[CH:21][C:16]=1[O:15][CH2:14][CH:10]1[O:11][CH2:12][CH2:13][NH:8][CH2:9]1)[CH3:24] |f:4.5|. Reported procedure: The title compound was prepared by hydrogenation of (±)-4-benzyl-2-[(2-ethoxyphenoxy)-methyl]morpholine over 5% Pd/C in ethanol: 1 M aqueous HCl 3:1. mp 176-179° C. Yield 96%. The reactants are ClCCl, O=[N+]([O-])c1c(O)cc(C(F)(F)F)nc1O, O=P(Cl)(Cl)c1ccccc1. The product is O=[N+]([O-])c1c(Cl)cc(C(F)(F)F)nc1O. RXN SMILES: [Cl:16][CH2:17][Cl:18].[N+:1](=[O:2])([O-:3])[c:4]1[c:5]([OH:15])[n:6][c:7]([C:11]([F:12])([F:13])[F:14])[cH:8][c:9]1[OH:10].[c:19]1([P:20]([Cl:21])([Cl:22])=[O:23])[cH:24][cH:25][cH:26][cH:27][cH:28]1>>[N+:1](=[O:2])([O-:3])[c:4]1[c:5]([OH:15])[n:6][c:7]([C:11]([F:12])([F:13])[F:14])[cH:8][c:9]1[Cl:16].